This data is from the Open Reaction Database (ORD), a public repository of structured organic reaction records. The task is: describe an organic reaction: reactants, conditions, products, and yield The reactants are CN1CCC(CC1)NCC1=C(C(=CC=C1)Br)F (1-methyl-4-(N-(2-fluoro-3-bromophenyl)methylamino)piperidine), C(C1=CC=CC=C1)(C1=CC=CC=C1)=N (benzophenone imine), CC(C)([O-])C.[Na+] (sodium t-butoxide). Reagents/catalysts: C=1C=CC(=CC1)/C=C/C(=O)/C=C/C2=CC=CC=C2.C=1C=CC(=CC1)/C=C/C(=O)/C=C/C2=CC=CC=C2.C=1C=CC(=CC1)/C=C/C(=O)/C=C/C2=CC=CC=C2.[Pd].[Pd] (Pd2(dba)3), C=1C=CC(=CC1)P(C=2C=CC=CC2)C3=CC=C4C=CC=CC4=C3C5=C6C=CC=CC6=CC=C5P(C=7C=CC=CC7)C=8C=CC=CC8 (BINAP). The solvent is C1(=CC=CC=C1)C (toluene), CO (methanol). Product: CN1CCC(CC1)NCC1=C(C(=CC=C1)N)F (1-Methyl-4-(N-(2-fluoro-3-aminophenyl)methylamino)piperidine). Yield: 133.0%. RXN SMILES: [CH3:1][N:2]1[CH2:7][CH2:6][CH:5]([NH:8][CH2:9][C:10]2[CH:15]=[CH:14][CH:13]=[C:12](Br)[C:11]=2[F:17])[CH2:4][CH2:3]1.C(=[NH:31])(C1C=CC=CC=1)C1C=CC=CC=1.CC(C)([O-])C.[Na+]>C1(C)C=CC=CC=1.CO.C1C=CC(/C=C/C(/C=C/C2C=CC=CC=2)=O)=CC=1.C1C=CC(/C=C/C(/C=C/C2C=CC=CC=2)=O)=CC=1.C1C=CC(/C=C/C(/C=C/C2C=CC=CC=2)=O)=CC=1.[Pd].[Pd].C1C=CC(P(C2C(C3C(P(C4C=CC=CC=4)C4C=CC=CC=4)=CC=C4C=3C=CC=C4)=C3C(C=CC=C3)=CC=2)C2C=CC=CC=2)=CC=1>[CH3:1][N:2]1[CH2:7][CH2:6][CH:5]([NH:8][CH2:9][C:10]2[CH:15]=[CH:14][CH:13]=[C:12]([NH2:31])[C:11]=2[F:17])[CH2:4][CH2:3]1 |f:2.3,6.7.8.9.10|. Procedure details: Mix 1-methyl-4-(N-(2-fluoro-3-bromophenyl)methylamino)piperidine (Preparation 24, 0.42 g), benzophenone imine (0.303 g), Pd2(dba)3 (25 mg), racemic BINAP (35 mg) and sodium t-butoxide (0.187 g) in toluene (10 mL) and heat at reflux for 3 hours. Dilute the reaction mixture with methanol (5 mL), load on a SCX column (10 g), wash with methanol, elute the with 2M NH3 in methanol, evaporate and further purify on a silica gel column (10 g), using a gradient of dichloromethane-2M NH3 in methanol to giv... Reactants: OC1=C(C(=O)O)C(=CC=C1)O (2,6-dihydroxybenzoic acid), [Cl-].[Al+3].[Cl-].[Cl-] (aluminum chloride), ClCC(=O)Cl (chloroacetyl chloride), C(C)(=O)OCC (ethyl acetate), ice water. The solvent is [N+](=O)([O-])C1=CC=CC=C1 (nitrobenzene), [N+](=O)([O-])C1=CC=CC=C1 (nitrobenzene). Reaction conditions: temperature 0 celsius. Product: OC1=C(C2=C(C(CO2)=O)C=C1)C(=O)O (6-hydroxy-3-oxo-2,3-dihydrobenzofuran-7-carboxylic acid). The yield is 95.5%. RXN SMILES: [Cl-].[Al+3].[Cl-].[Cl-].Cl[CH2:6][C:7](Cl)=[O:8].[OH:10][C:11]1[CH:19]=[CH:18][CH:17]=[C:16]([OH:20])[C:12]=1[C:13]([OH:15])=[O:14].C(OCC)(=O)C>[N+](C1C=CC=CC=1)([O-])=O>[OH:10][C:11]1[CH:19]=[CH:18][C:17]2[C:7](=[O:8])[CH2:6][O:20][C:16]=2[C:12]=1[C:13]([OH:15])=[O:14] |f:0.1.2.3|. Reported procedure: A suspension of aluminum chloride (2.7 g, 21 mmol) in nitrobenzene (6.0 mL) was cooled to 0° C., and stirred. The suspension was added with chloroacetyl chloride (0.60 g, 6.2 mmol), and then added portionwise with a suspension of 2,6-dihydroxybenzoic acid (0.064 g, 4.1 mmol) in nitrobenzene (6.0 mL). After completion of the addition, the reaction mixture was stirred at 40° C. for 12 hours. The reaction mixture was added with ethyl acetate and ice water, the mixture was stirred at room temperatur... Starting materials: 2,2,c-3,t-6-tetramethyl-r-1-cyclohexanecarbaldehyde, CC1([C@@H]([C@H](CC[C@@H]1C)C)C=O)C ((+)-(1R,3S,6S)-2,2,3,6-tetramethyl-1-cyclohexanecarbaldehyde), CC1([C@]2(CO2)[C@H](CC[C@@H]1C)C)C ((+)-(3S,5S, 8S)-4,4,5,8-tetramethyl-1-oxaspiro[2.5]octane). Product: CC1([C@H]([C@H](CCC1)C)C=O)C (Cis-2,2,6-trimethyl-1-cyclohexanecarbaldehyde). RXN SMILES: [CH3:1][C:2]1([CH3:12])[C@@H:7](C)[CH2:6][CH2:5][C@H:4]([CH3:9])[C@H:3]1[CH:10]=[O:11].CC1(C)[C@@H](C)CC[C@H](C)[C@@]21OC2>>[CH3:12][C:2]1([CH3:1])[CH2:7][CH2:6][CH2:5][C@H:4]([CH3:9])[C@@H:3]1[CH:10]=[O:11]. Procedure details: An optically active enantiomer of 2,2,c-3,t-6-tetramethyl-r-1-cyclohexanecarbaldehyde, i.e., (+)-(1R,3S,6S)-2,2,3,6-tetramethyl-1-cyclohexanecarbaldehyde [containing 10% of its (1S,3S,6S) diastereomer], was prepared in a similar way starting from (+)-(3S,5S, 8S)-4,4,5,8-tetramethyl-1-oxaspiro[2.5]octane described in example 1d. The reactants are C(CC(C)C)O (isoamyl alcohol), [B] (boron). Yields the product C(CC(C)C)B(CCC(C)C)CCC(C)C (triisoamyl boron). RXN SMILES: [B:1].[CH2:2](O)[CH2:3][CH:4]([CH3:6])[CH3:5]>>[CH2:2]([B:1]([CH2:2][CH2:3][CH:4]([CH3:6])[CH3:5])[CH2:2][CH2:3][CH:4]([CH3:6])[CH3:5])[CH2:3][CH:4]([CH3:6])[CH3:5]. Procedure details: An intended product having a boron content of 4.3% by weight (calculated: 4.50%) and a purity of 95.5% was obtained from 226 parts by weight of triisoamyl boron and 88 parts by weight of isoamyl alcohol in the same manner as in Referential Example 1. The reactants are ClC=1N=C(C2=C(N1)C=C(S2)CN2CCC(CC2)N(C)C)N2CCOCC2 ([1-(2-chloro-4-morpholin-4-yl-thieno[3,2-d]pyrimidin-6-ylmethyl)-piperidin-4-yl]-dimethyl-amine), N1CCC2=CC=CC=C12 (indoline), C1(=CC=C(C=C1)S(=O)(=O)O)C (p-toluenesulfonic acid). The solvent is CN(C)C=O (DMF). Reaction conditions: temperature 150 celsius. The product is N1(CCC2=CC=CC=C12)C=1N=C(C2=C(N1)C=C(S2)CN2CCC(CC2)N(C)C)N2CCOCC2 (1-((2-(indolin-1-yl)-4-morpholinothieno[3,2-d]pyrimidin-6-yl)methyl)-N,N-dimethylpiperidin-4-amine). Yield: 37.2%. RXN SMILES: Cl[C:2]1[N:3]=[C:4]([N:21]2[CH2:26][CH2:25][O:24][CH2:23][CH2:22]2)[C:5]2[S:10][C:9]([CH2:11][N:12]3[CH2:17][CH2:16][CH:15]([N:18]([CH3:20])[CH3:19])[CH2:14][CH2:13]3)=[CH:8][C:6]=2[N:7]=1.[NH:27]1[C:35]2[C:30](=[CH:31][CH:32]=[CH:33][CH:34]=2)[CH2:29][CH2:28]1.C1(C)C=CC(S(O)(=O)=O)=CC=1>CN(C=O)C>[N:27]1([C:2]2[N:3]=[C:4]([N:21]3[CH2:26][CH2:25][O:24][CH2:23][CH2:22]3)[C:5]3[S:10][C:9]([CH2:11][N:12]4[CH2:17][CH2:16][CH:15]([N:18]([CH3:20])[CH3:19])[CH2:14][CH2:13]4)=[CH:8][C:6]=3[N:7]=2)[C:35]2[C:30](=[CH:31][CH:32]=[CH:33][CH:34]=2)[CH2:29][CH2:28]1. Reported procedure: A microwave vessel was charged with [1-(2-chloro-4-morpholin-4-yl-thieno[3,2-d]pyrimidin-6-ylmethyl)-piperidin-4-yl]-dimethyl-amine (0.2 g), indoline (0.12 g), p-toluenesulfonic acid (0.01 g), and DMF (3 mL). The vessel was sealed and heated at 150° C. under microwave irradiation for 4 h. The reaction mixture was cooled to room temperature and the solid precipitate was filtered and purified by chromatography (silica, 0 to 20% of a 49:1 MeOH:NH4OH mixture in dichloromethane) to furnish the title ... Starting materials: C(C)(C)(C)OC(=O)N1CC(OCC1)CNC(=O)C=1C=2C[C@@H]3[C@H](C2N(N1)C1=C(C=C(C=C1)F)F)C3 (2-({[(1aR,5aR)-2-(2,4-Difluoro-phenyl)-1a,2,5,5a-tetrahydro-1H-2,3-diaza-cyclopropa[a]pentalene-4-carbonyl]-amino}-methyl)-morpholine-4-carboxylic acid tert-butyl ester), Cl (HCl). The solvent is O1CCOCC1 (dioxane). Conditions: temperature 23 celsius, time 2.5 hour. Product: N1CC(OCC1)CNC(=O)C=1C=2C[C@@H]3[C@H](C2N(N1)C1=C(C=C(C=C1)F)F)C3 ((1aR,5aR)-2-(2,4-Difluoro-phenyl)-1a,2,5,5a-tetrahydro-1H-2,3-diaza-cyclopropa[a]pentalene-4-carboxylic Acid (Morpholin-2-ylmethyl)-amide). The yield is 81.5%. RXN SMILES: C(OC([N:8]1[CH2:13][CH2:12][O:11][CH:10]([CH2:14][NH:15][C:16]([C:18]2[C:19]3[CH2:20][C@H:21]4[CH2:34][C@H:22]4[C:23]=3[N:24]([C:26]3[CH:31]=[CH:30][C:29]([F:32])=[CH:28][C:27]=3[F:33])[N:25]=2)=[O:17])[CH2:9]1)=O)(C)(C)C.Cl>O1CCOCC1>[NH:8]1[CH2:13][CH2:12][O:11][CH:10]([CH2:14][NH:15][C:16]([C:18]2[C:19]3[CH2:20][C@H:21]4[CH2:34][C@H:22]4[C:23]=3[N:24]([C:26]3[CH:31]=[CH:30][C:29]([F:32])=[CH:28][C:27]=3[F:33])[N:25]=2)=[O:17])[CH2:9]1. Reported procedure: To 2-({[(1aR,5aR)-2-(2,4-Difluoro-phenyl)-1a,2,5,5a-tetrahydro-1H-2,3-diaza-cyclopropa[a]pentalene-4-carbonyl]-amino}-methyl)-morpholine-4-carboxylic acid tert-butyl ester (140 mg, 0.295 mmol) was added a 4.0 M dioxane solution of HCl (2.213 mL, 8.85 mmol). The solution was stirred at 23° C. for 2.5 h then concentrated. The residue was taken up in diethyl ether (8 mL). The resulting precipitate was collected by filtration then dried under reduced pressure to provide the title compound (hydrochlo...